Dataset: the Open Reaction Database (ORD), a public repository of structured organic reaction records. Task: describe an organic reaction: reactants, conditions, products, and yield The reactants are [Na+].FC(C1=CC=C2C(=CC=NC2=C1)NC=1C(C(=O)[O-])=CC=CC1)(F)F (N-(7-trifluoromethyl-4-quinolyl)-anthranilic acid sodium salt), ClCCN1C(OCC1)=O (3-(β-chloroethyl)-oxazolidin-2-one). Solvent: CN(C=O)C (dimethylformamide). Reaction conditions: temperature 120 celsius, time 5 hour. The product is O=C1OCCN1CCOC(C=1C(NC2=CC=NC3=CC(=CC=C23)C(F)(F)F)=CC=CC1)=O (N-(7-trifluoromethyl-4-quinolyl)-anthranilic acid β-(2-oxo-3-oxazolidinyl)-ethyl ester). Isolated yield 65.2%. Reaction SMILES: [Na+].[F:2][C:3]([F:25])([F:24])[C:4]1[CH:13]=[C:12]2[C:7]([C:8]([NH:14][C:15]3[C:16](=[CH:20][CH:21]=[CH:22][CH:23]=3)[C:17]([O-:19])=[O:18])=[CH:9][CH:10]=[N:11]2)=[CH:6][CH:5]=1.Cl[CH2:27][CH2:28][N:29]1[CH2:33][CH2:32][O:31][C:30]1=[O:34]>CN(C)C=O>[O:34]=[C:30]1[N:29]([CH2:28][CH2:27][O:18][C:17](=[O:19])[C:16]2[C:15](=[CH:23][CH:22]=[CH:21][CH:20]=2)[NH:14][C:8]2[C:7]3[C:12](=[CH:13][C:4]([C:3]([F:24])([F:2])[F:25])=[CH:5][CH:6]=3)[N:11]=[CH:10][CH:9]=2)[CH2:33][CH2:32][O:31]1 |f:0.1|. Procedure: A mixture comprising 10.62 g of N-(7-trifluoromethyl-4-quinolyl)-anthranilic acid sodium salt, 4.98 g of 90% 3-(β-chloroethyl)-oxazolidin-2-one and 60 ml of dimethylformamide was heated under stirring at 120° C. for five hours. Upon completion of the reaction, the mixture was cooled, insoluble sodium chloride was filtered off, and the solvent was evaporated off in vacuo. The residue was treated with 200 ml of water and the solid, collected by filtration, crystallized from methylene dichloride: p... Reaction SMILES: [B:23]([Br:24])([Br:25])[Br:26].[CH3:27][CH2:28][CH2:29][CH2:30][CH2:31][CH3:32].[CH3:33][CH2:34][O:35][C:36]([CH3:37])=[O:38].[OH:1][c:2]1[c:3]([O:21][CH3:22])[cH:4][c:5]([C:8]2([CH3:20])[C:9](=[O:19])[NH:10][c:11]3[cH:12][cH:13][cH:14][cH:15][c:16]3[C:17]2=[O:18])[cH:6][cH:7]1>>[OH:1][c:2]1[c:3]([OH:21])[cH:4][c:5]([C:8]2([CH3:20])[C:9](=[O:19])[NH:10][c:11]3[cH:12][cH:13][cH:14][cH:15][c:16]3[C:17]2=[O:18])[cH:6][cH:7]1. Yields the product CC1(c2ccc(O)c(O)c2)C(=O)Nc2ccccc2C1=O. The reactants are BrB(Br)Br, CCCCCC, CCOC(C)=O, COc1cc(C2(C)C(=O)Nc3ccccc3C2=O)ccc1O. Reactants: CC1=C(C=NO1)C(=O)Cl (5-methyl-4-isoxazolecarboxylic acid chloride), CC1CCNCC1 (4-methyl-piperidine). Yields the product CC1CCN(CC1)C(=O)C=1C=NOC1C (4-Methyl-1-(5-methyl-4-isoxazolylcarbonyl)-piperidine). RXN SMILES: [CH3:1][C:2]1[O:6][N:5]=[CH:4][C:3]=1[C:7](Cl)=[O:8].[CH3:10][CH:11]1[CH2:16][CH2:15][NH:14][CH2:13][CH2:12]1>>[CH3:10][CH:11]1[CH2:16][CH2:15][N:14]([C:7]([C:3]2[CH:4]=[N:5][O:6][C:2]=2[CH3:1])=[O:8])[CH2:13][CH2:12]1. Reported procedure: of melting point 44° to 45° C., prepared from 5-methyl-4-isoxazolecarboxylic acid chloride and 4-methyl-piperidine.